From a dataset of the Open Reaction Database (ORD), a public repository of structured organic reaction records. describe an organic reaction: reactants, conditions, products, and yield Starting materials: Cl.COC([C@H](CCC(=O)OC(C)(C)C)NC([C@H](CC1=CC=C(C=C1)C(N)=N)NC(=O)OCC=C)=O)=O (2-(S)-[2-(S)-allyloxycarbonylamino-3-(4-carbamimidoyl-phenyl)-propionylamino]-pentanedioic acid 5-tert-butyl ester 1-methyl ester hydrochloride), O.[OH-].[Li+] (lithium hydroxide hydrate). Solvent: O (water), C1CCOC1 (THF). Reaction conditions: time 12 hour. Yields the product C(C)(C)(C)OC(CC[C@@H](C(=O)O)NC([C@H](CC1=CC=C(C=C1)C(N)=N)NC(=O)OCC=C)=O)=O (2-(S)-[2-(S)-Allyloxycarbonylamino-3-(4-carbamimidoyl-phenyl)-propionylamino]-pentanedioic acid 5-tert-butyl ester). As a reaction SMILES: Cl.C[O:3][C:4](=[O:36])[C@@H:5]([NH:15][C:16](=[O:35])[C@@H:17]([NH:28][C:29]([O:31][CH2:32][CH:33]=[CH2:34])=[O:30])[CH2:18][C:19]1[CH:24]=[CH:23][C:22]([C:25](=[NH:27])[NH2:26])=[CH:21][CH:20]=1)[CH2:6][CH2:7][C:8]([O:10][C:11]([CH3:14])([CH3:13])[CH3:12])=[O:9].O.[OH-].[Li+]>O.C1COCC1>[C:11]([O:10][C:8](=[O:9])[CH2:7][CH2:6][C@H:5]([NH:15][C:16](=[O:35])[C@@H:17]([NH:28][C:29]([O:31][CH2:32][CH:33]=[CH2:34])=[O:30])[CH2:18][C:19]1[CH:20]=[CH:21][C:22]([C:25](=[NH:26])[NH2:27])=[CH:23][CH:24]=1)[C:4]([OH:36])=[O:3])([CH3:14])([CH3:12])[CH3:13] |f:0.1,2.3.4|. Procedure: To 2-(S)-[2-(S)-allyloxycarbonylamino-3-(4-carbamimidoyl-phenyl)-propionylamino]-pentanedioic acid 5-tert-butyl ester 1-methyl ester hydrochloride (3.06 g, 5.8 mmol) in 100 ml of water and 30 ml of THF was added lithium hydroxide hydrate (0.49 g, 11.6 mmol). The solution was stirred at room temperature for 12 hours, evaporated, and freeze-dried. The residue was purified by chromatography on Sephadex LH20 employing n-butanol/glacial acetic acid/water (17/1/2) as eluent. Pure fractions were combin... Starting materials: CN (methylamine), CS(=O)(=O)C1=NC(=CC(=N1)OC(F)F)C (2-methylsulfonyl-4-difluoromethoxy-6-methylpyrimidine). Solvent: C(Cl)Cl (methylene chloride). The product is CNC1=NC(=CC(=N1)OC(F)F)C (2-methylamino-4-difluoromethoxy-6 -methylpyrimidine). The yield is 74.0%. As a reaction SMILES: [CH3:1][NH2:2].CS([C:7]1[N:12]=[C:11]([O:13][CH:14]([F:16])[F:15])[CH:10]=[C:9]([CH3:17])[N:8]=1)(=O)=O>C(Cl)Cl>[CH3:1][NH:2][C:7]1[N:12]=[C:11]([O:13][CH:14]([F:16])[F:15])[CH:10]=[C:9]([CH3:17])[N:8]=1. Procedure: 30 ml of a 40% aqueous methylamine solution are added, at a temperature of between 20° and 25° C., to 2.2 g (0.009 mol) of 2-methylsulfonyl-4-difluoromethoxy-6-methylpyrimidine. The mixture warms up to a temperature of 60° C. The reaction mixture is subsequently stirred for half an hour at the same temperature; it is then cooled and 50 ml of methylene chloride are added. The organic phase is separated, dried over sodium sulfate and concentrated by evaporation. Crystallisation of the residue from...